From a dataset of the Open Reaction Database (ORD), a public repository of structured organic reaction records. describe an organic reaction: reactants, conditions, products, and yield Starting materials: C(C)(=O)NC1=CC(=C(C=C1)S(=O)(=O)Cl)C (4-acetylamino-2-methyl-benzenesulphonyl chloride), N1CCCC1 (pyrrolidine), Cl (hydrochloric acid). The solvent is CC(=O)C (acetone), [OH-].[Na+] (sodium hydroxide). Product: CC=1C=C(C=CC1S(=O)(=O)N1CCCC1)NC(C)=O (N-[3-methyl-4-(pyrrolidine-1-sulphonyl)-phenyl]-acetamide). RXN SMILES: [C:1]([NH:4][C:5]1[CH:10]=[CH:9][C:8]([S:11](Cl)(=[O:13])=[O:12])=[C:7]([CH3:15])[CH:6]=1)(=[O:3])[CH3:2].[NH:16]1[CH2:20][CH2:19][CH2:18][CH2:17]1.Cl>[OH-].[Na+].CC(C)=O>[CH3:15][C:7]1[CH:6]=[C:5]([NH:4][C:1](=[O:3])[CH3:2])[CH:10]=[CH:9][C:8]=1[S:11]([N:16]1[CH2:20][CH2:19][CH2:18][CH2:17]1)(=[O:13])=[O:12] |f:3.4|. Procedure: 1.45 g of 4-acetylamino-2-methyl-benzenesulphonyl chloride (5.85 mmol) at 0° C. are suspended in 19 ml sodium hydroxide solution (1 M) and then 0.51 ml pyrrolidine (6.47 mmol), dissolved in 9 ml acetone, are added dropwise within half an hour. The solution is heated to ambient temperature overnight and then acidified with hydrochloric acid (2 M). The suspension is extracted twice with ethyl acetate. The combined organic phases are dried over sodium sulphate and evaporated down. A brown oil remai... Reaction conditions: temperature 50 celsius. Run in O (water), O (water). Reaction SMILES: [C:1]([C:8]1[S:9][CH:10]=[CH:11][CH:12]=1)(=O)[CH2:2][CH2:3][CH2:4][CH2:5][CH3:6].O.NN.C(O)CO[CH2:19][CH2:20]O.[OH-].[K+]>O>[CH2:1]([C:8]1[S:9][CH:10]=[CH:11][CH:12]=1)[CH2:2][CH2:3][CH2:4][CH2:5][CH2:6][CH2:8][CH2:1][CH2:2][CH2:3][CH2:19][CH3:20] |f:1.2,4.5|. The product is C(CCCCCCCCCCC)C=1SC=CC1 (2-dodecylthiophene). Starting materials: O.NN (hydrazine hydrate), C(CCCCC)(=O)C=1SC=CC1 (2-hexanoylthiophene), [OH-].[K+] (KOH), O.NN (hydrazine hydrate), C(COCCO)O (diethyleneglycol). Reported procedure: In a 5 liter-five-necked flask, 266 g (1.0 mol) of 2-hexanoylthiophene, 392.4 ml of 60% hydrazine hydrate and 3 liter of diethyleneglycol were placed and reacted for 6 hours at 195° C. with distilling-off of excessive water and hydrazine hydrate. The mixture was cooled to 50° C. and 210.6 g of KOH was added thereto, followed by heating again to react for 2.5 hours at 155° C. After the reaction, the reaction mixture was poured into 10 liter of water, extracted two times with 2 liter of isopropyl ... The reactants are [Al+3], CCOC(C)=O, CCOC(=O)c1csc(C(F)(F)F)n1, [H-], [H-], [H-], [H-], [Li+], O. Yields the product OCc1csc(C(F)(F)F)n1. As a reaction SMILES: [Al+3:2].[CH3:21][CH2:22][O:23][C:24](=[O:25])[CH3:26].[F:7][C:8]([c:9]1[s:10][cH:11][c:12]([C:14](=[O:15])[O:16][CH2:17][CH3:18])[n:13]1)([F:19])[F:20].[H-:1].[H-:4].[H-:5].[H-:6].[Li+:3].[OH2:27]>>[F:7][C:8]([c:9]1[s:10][cH:11][c:12]([CH2:14][OH:15])[n:13]1)([F:19])[F:20]. Reactants: O=C([O-])[O-], CCCCCCC1(C)OC(C)(C)CN1C(=O)Cl, CN(C)C=O, [K+], [K+], O, c1c[nH]cn1. The product is CCCCCCC1(C)OC(C)(C)CN1C(=O)n1ccnc1. Reaction SMILES: [C:23](=[O:24])([O-:25])[O-:26].[CH3:1][C:2]1([CH2:12][CH2:13][CH2:14][CH2:15][CH2:16][CH3:17])[O:3][C:4]([CH3:10])([CH3:11])[CH2:5][N:6]1[C:7](=[O:8])[Cl:9].[CH3:29][N:30]([CH3:31])[CH:32]=[O:33].[K+:27].[K+:28].[OH2:34].[nH:18]1[cH:19][n:20][cH:21][cH:22]1>>[CH3:1][C:2]1([CH2:12][CH2:13][CH2:14][CH2:15][CH2:16][CH3:17])[O:3][C:4]([CH3:10])([CH3:11])[CH2:5][N:6]1[C:7](=[O:8])[n:18]1[cH:19][n:20][cH:21][cH:22]1. The reactants are O=P1(c2ccccc2)CCN(Cc2ccccc2)CC1, CCO, Cl. RXN SMILES: [CH2:1]([c:2]1[cH:3][cH:4][cH:5][cH:6][cH:7]1)[N:8]1[CH2:9][CH2:10][P:11]([c:14]2[cH:15][cH:16][cH:17][cH:18][cH:19]2)(=[O:20])[CH2:12][CH2:13]1.[CH3:22][CH2:23][OH:24].[ClH:21]>>[ClH:21].[NH:8]1[CH2:9][CH2:10][P:11]([c:14]2[cH:15][cH:16][cH:17][cH:18][cH:19]2)(=[O:20])[CH2:12][CH2:13]1. The product is Cl, O=P1(c2ccccc2)CCNCC1. Starting materials: CCCCCCN1CC2C(C1)C2(C)c1cccc(N)c1, CCS(=O)(=O)Cl, ClCCl, c1ccncc1. Product: CCCCCCN1CC2C(C1)C2(C)c1cccc(NS(=O)(=O)CC)c1. As a reaction SMILES: [CH2:1]([CH2:2][CH2:3][CH2:4][CH2:5][CH3:6])[N:7]1[CH2:8][CH:9]2[C:10]([CH3:13])([c:14]3[cH:15][c:16]([NH2:20])[cH:17][cH:18][cH:19]3)[CH:11]2[CH2:12]1.[CH2:27]([CH3:28])[S:29](=[O:30])(=[O:31])[Cl:32].[Cl:33][CH2:34][Cl:35].[cH:21]1[cH:22][cH:23][n:24][cH:25][cH:26]1>>[CH2:1]([CH2:2][CH2:3][CH2:4][CH2:5][CH3:6])[N:7]1[CH2:8][CH:9]2[C:10]([CH3:13])([c:14]3[cH:15][c:16]([NH:20][S:29]([CH2:27][CH3:28])(=[O:30])=[O:31])[cH:17][cH:18][cH:19]3)[CH:11]2[CH2:12]1. The reactants are NC=1C=C(C(=O)OC)C=CC1NC=1C=C(C=CC1)C (methyl 3-amino-4-(m-tolylamino)benzoate), C(C)(OCC)(OCC)OCC (triethyl orthoacetate). Run in C(C)(=O)O (acetic acid). Product: CC1=NC2=C(N1C=1C=C(C=CC1)C)C=CC(=C2)C(=O)OC (methyl 2-methyl-1-m-tolyl-1H-benzo[d]imidazole-5-carboxylate). The yield is 86.4%. RXN SMILES: [NH2:1][C:2]1[CH:3]=[C:4]([CH:9]=[CH:10][C:11]=1[NH:12][C:13]1[CH:14]=[C:15]([CH3:19])[CH:16]=[CH:17][CH:18]=1)[C:5]([O:7][CH3:8])=[O:6].[C:20](OCC)(OCC)(OCC)[CH3:21]>C(O)(=O)C>[CH3:20][C:21]1[N:12]([C:13]2[CH:14]=[C:15]([CH3:19])[CH:16]=[CH:17][CH:18]=2)[C:11]2[CH:10]=[CH:9][C:4]([C:5]([O:7][CH3:8])=[O:6])=[CH:3][C:2]=2[N:1]=1. Procedure: A mixture of the compound obtained in Step 2 (0.46 g, 1.80 mmol) and triethyl orthoacetate (1.46 g, 9.00 mmol) was dissolved in 3 mL of acetic acid 3 mL, and stirred under reflux for 12 hours. The reacted mixture was cooled to room temperature and concentrated under reduced pressure, and then diluted with 20 mL of ethyl acetate. The resultant material was washed with 30 mL of a saturated aqueous solution of sodium carbonate twice and then 30 mL of water once, sequentially, and then the organic l... Starting materials: O=C1CCC(=O)N1Br, CCOC(=O)c1c(Nc2ccc(C)cc2F)c(C)c(=O)n(C)c1C, CCOC(C)=O, CN(C)C=O. Product: CCOC(=O)c1c(Nc2ccc(C)cc2F)c(C)c(=O)n(C)c1CBr. Reaction SMILES: [Br:25][N:26]1[C:27](=[O:28])[CH2:29][CH2:30][C:31]1=[O:32].[CH2:1]([CH3:2])[O:3][C:4](=[O:5])[c:6]1[c:7]([CH3:24])[n:8]([CH3:23])[c:9](=[O:22])[c:10]([CH3:21])[c:11]1[NH:12][c:13]1[c:14]([F:20])[cH:15][c:16]([CH3:19])[cH:17][cH:18]1.[CH3:38][CH2:39][O:40][C:41]([CH3:42])=[O:43].[O:33]=[CH:34][N:35]([CH3:36])[CH3:37]>>[CH2:1]([CH3:2])[O:3][C:4](=[O:5])[c:6]1[c:7]([CH2:24][Br:25])[n:8]([CH3:23])[c:9](=[O:22])[c:10]([CH3:21])[c:11]1[NH:12][c:13]1[c:14]([F:20])[cH:15][c:16]([CH3:19])[cH:17][cH:18]1. Reactants: N(=[N+]=[N-])[C@@H]1C[C@H]([C@H](C1)O[Si](C)(C)C(C)(C)C)COCC1=CC=CC=C1 (({(1S,2S,4R)-4-azido-2-[(benzyloxy)methyl]cyclopentyl}-oxy)(tert-butyl)dimethylsilane). Reagents/catalysts: [Pd] (Pd/C). Solvent: CCOC(=O)C (EtOAc). Conditions: time 8 hour. The product is C(C1=CC=CC=C1)OC[C@@H]1C[C@H](C[C@@H]1O[Si](C)(C)C(C)(C)C)N ((1R,3S,4S)-3-[(benzyloxy)methyl]-4-{[tert-butyl(dimethyl)silyl]oxy}-cyclopentanamine). The yield is 98.5%. RXN SMILES: [N:1]([C@H:4]1[CH2:8][C@H:7]([O:9][Si:10]([C:13]([CH3:16])([CH3:15])[CH3:14])([CH3:12])[CH3:11])[C@H:6]([CH2:17][O:18][CH2:19][C:20]2[CH:25]=[CH:24][CH:23]=[CH:22][CH:21]=2)[CH2:5]1)=[N+]=[N-]>CCOC(C)=O.[Pd]>[CH2:19]([O:18][CH2:17][C@H:6]1[C@@H:7]([O:9][Si:10]([C:13]([CH3:15])([CH3:14])[CH3:16])([CH3:12])[CH3:11])[CH2:8][C@H:4]([NH2:1])[CH2:5]1)[C:20]1[CH:25]=[CH:24][CH:23]=[CH:22][CH:21]=1. Procedure: A suspension of ({(1S,2S,4R)-4-azido-2-[(benzyloxy)methyl]cyclopentyl}-oxy)(tert-butyl)dimethylsilane (2.20 g, 0.00608 mol) and 10% Pd/C (0.16 g, 0.00015 mol) in EtOAc (23.9 mL) was stirred under an atmosphere of hydrogen overnight. The reaction was purged with nitrogen and the mixture filtered through celite with EtOAc. The filtrate was concentrated to obtain 2.01 g (98%) of the title compound. The reactants are C(=O)[O-].[NH4+] (Ammonium formate), C(C1=CC=CC=C1)CCCNCC(=O)OCC (ethyl 2-[benzylpropylamino]acetate). The solvent is C(C)O (ethanol), C(C)(=O)O (acetic acid). Run at temperature 80 celsius. Yields the product C(CC)NCC(=O)OCC (ethyl 2-(propylamino)acetate). Reaction SMILES: C([O-])=O.[NH4+].C([CH2:12][CH2:13][CH2:14][NH:15][CH2:16][C:17]([O:19][CH2:20][CH3:21])=[O:18])C1C=CC=CC=1>C(O)C.C(O)(=O)C>[CH2:14]([NH:15][CH2:16][C:17]([O:19][CH2:20][CH3:21])=[O:18])[CH2:13][CH3:12] |f:0.1|. Procedure: Ammonium formate (2 g, 31 mmol) was added to a solution of ethyl 2-[benzylpropylamino]acetate (1.05 g, 4.47 mmol) in ethanol (15 mL) and acetic acid (1 mL). The reaction vessel was then carefully flushed with nitrogen gas. Palladium on carbon (10%, 300 mg) was added in one portion, and the resulting mixture was heated at 80° C., under nitrogen for 3 h. The reaction mixture was allowed to cool to room temperature, and filtered through celite filteraid. The filtrate was concentrated in vacuo, (aze...